From a dataset of the Open Reaction Database (ORD), a public repository of structured organic reaction records. describe an organic reaction: reactants, conditions, products, and yield The reactants are N12CCNC(CC1)CC2 (1,4-diazabicyclo[3.2.2]nonane), FC1=CC=C(C=C1)[N+](=O)[O-] (1-fluoro-4-nitrobenzene), C(C)OCCOCC (ethylene glycol diethyl ether). Solvent: C(C)OCC (diethyl ether). Conditions: temperature 135 celsius, time 18 hour. Yields the product F.[N+](=O)([O-])C1=CC=C(C=C1)N1CCN2CCC1CC2 (4-(4-Nitro-phenyl)-1,4-diaza-bicyclo[3.2.2]nonane hydrofluoric acid salt). RXN SMILES: [N:1]12[CH2:9][CH2:8][CH:5]([CH2:6][CH2:7]1)[NH:4][CH2:3][CH2:2]2.[F:10][C:11]1[CH:16]=[CH:15][C:14]([N+:17]([O-:19])=[O:18])=[CH:13][CH:12]=1.C(OCCOCC)C>C(OCC)C>[FH:10].[N+:17]([C:14]1[CH:15]=[CH:16][C:11]([N:4]2[CH:5]3[CH2:8][CH2:9][N:1]([CH2:7][CH2:6]3)[CH2:2][CH2:3]2)=[CH:12][CH:13]=1)([O-:19])=[O:18] |f:4.5|. Procedure details: A mixture of 1,4-diazabicyclo[3.2.2]nonane (20.2 g, 160 mmol), 1-fluoro-4-nitrobenzene (17.5 ml, 163.3 mmol) and ethylene glycol diethyl ether (160 ml) was stirred at 135° C. for 18 hours. The mixture was cooled to room-temperature and diethyl ether (100 ml) was added. The mixture was filtered and the product was isolated by filtration. Yield 24.8 g (58%). Mp. 122-129° C.